Dataset: the Open Reaction Database (ORD), a public repository of structured organic reaction records. Task: describe an organic reaction: reactants, conditions, products, and yield Starting materials: Cl (hydrochloric acid), C(C1=CC=CC=C1)C1=NC2=CC(=CC=C2C=C1O)C#N (2-benzyl-7-cyano-3-hydroxyquinoline), [OH-].[K+] (potassium hydroxide), O (water), C(C)O (ethanol). The product is C(C1=CC=CC=C1)C1=NC2=CC(=CC=C2C=C1O)C(=O)OCC (2-Benzyl-7-ethoxycarbonyl-3-hydroxyquinoline). RXN SMILES: [CH2:1]([C:8]1[C:17]([OH:18])=[CH:16][C:15]2[C:10](=[CH:11][C:12]([C:19]#N)=[CH:13][CH:14]=2)[N:9]=1)[C:2]1[CH:7]=[CH:6][CH:5]=[CH:4][CH:3]=1.[OH-:21].[K+].O.Cl.[CH2:25]([OH:27])[CH3:26]>>[CH2:1]([C:8]1[C:17]([OH:18])=[CH:16][C:15]2[C:10](=[CH:11][C:12]([C:19]([O:27][CH2:25][CH3:26])=[O:21])=[CH:13][CH:14]=2)[N:9]=1)[C:2]1[CH:7]=[CH:6][CH:5]=[CH:4][CH:3]=1 |f:1.2|. Procedure details: A mixture of 203 mg of 2-benzyl-7-cyano-3-hydroxyquinoline, 2.6 g of potassium hydroxide, 5.5 ml of water and 20 ml of ethanol was heated under reflux for 2 hours. After cooling as it was, dilute hydrochloric acid was added thereto. The mixture was extracted with diethyl ether and the solvent was removed. To the residue were added 30 ml of ethanol and 3.0 ml of concentrated sulfuric acid, followed by heating under reflux for one hour. After cooling as it was, the solvent was removed. Diethyl eth... The reactants are C(C)(C)(C)O[C@H](C(=O)OCC)C1=C(C2=CC=CC=C2C=C1C=O)C1=CC=C(C=C1)Cl ((S)-ethyl 2-tert-butoxy-2-(1-(4-chlorophenyl)-3-formylnaphthalen-2-yl)acetate), [Li]CCCC (n-BuLi), [Li]CCCC (n-BuLi). The reagents and catalysts are [Br-].C[P+](C1=CC=CC=C1)(C1=CC=CC=C1)C1=CC=CC=C1 (methyltriphenylphosphonium bromide), [Br-].C[P+](C1=CC=CC=C1)(C1=CC=CC=C1)C1=CC=CC=C1 (methyltriphenylphosphonium bromide). The solvent is C1CCOC1 (THF), C1CCOC1 (THF), CCOC(=O)C (EtOAc), C1CCOC1 (THF). Conditions: time 2 hour. Product: C(C)(C)(C)O[C@H](C(=O)OCC)C1=C(C2=CC=CC=C2C=C1C=C)C1=CC=C(C=C1)Cl ((S)-ethyl 2-tert-butoxy-2-(1-(4-chlorophenyl)-3-vinylnaphthalen-2-yl)acetate). As a reaction SMILES: [Li][CH2:2]CCC.[C:6]([O:10][C@@H:11]([C:17]1[C:26]([CH:27]=O)=[CH:25][C:24]2[C:19](=[CH:20][CH:21]=[CH:22][CH:23]=2)[C:18]=1[C:29]1[CH:34]=[CH:33][C:32]([Cl:35])=[CH:31][CH:30]=1)[C:12]([O:14][CH2:15][CH3:16])=[O:13])([CH3:9])([CH3:8])[CH3:7]>[Br-].C[P+](C1C=CC=CC=1)(C1C=CC=CC=1)C1C=CC=CC=1.C1COCC1.CCOC(C)=O>[C:6]([O:10][C@@H:11]([C:17]1[C:26]([CH:27]=[CH2:2])=[CH:25][C:24]2[C:19](=[CH:20][CH:21]=[CH:22][CH:23]=2)[C:18]=1[C:29]1[CH:30]=[CH:31][C:32]([Cl:35])=[CH:33][CH:34]=1)[C:12]([O:14][CH2:15][CH3:16])=[O:13])([CH3:7])([CH3:8])[CH3:9] |f:2.3|. Procedure details: To a suspension of methyltriphenylphosphonium bromide (60 mg, 0.168 mmol) in THF (1 mL) at −78° C. was added dropwise n-BuLi (1.6 M in hexanes, 90 μL), followed after 30 min by a solution of (S)-ethyl 2-tert-butoxy-2-(1-(4-chlorophenyl)-3-formylnaphthalen-2-yl)acetate (12 mg, 0.028 mmol) in THF (1 mL). The reaction mixture was allowed to warm to room temperature and stirred at room temperature for 2 hours. This mixture was added to another mixture, which was made by adding n-BuLi (1.6 M in hexan... The reactants are C1=C(C=CC2=CC=CC=C12)C(=O)O (2-naphthyl carboxylic acid), N,N'-carbonyldiimidazole, NC1=NNC=N1 (3-amino-1,2,4-triazole). Run in O1CCCC1 (tetrahydrofuran). The product is N=1N=C(NC1)NC(=O)C1=CC2=CC=CC=C2C=C1 (Naphthalene-2-carboxylic acid (4H-[1,2,4]triazol-3-yl)-amide). Isolated yield 63.0%. RXN SMILES: [CH:1]1[C:10]2[C:5](=[CH:6][CH:7]=[CH:8][CH:9]=2)[CH:4]=[CH:3][C:2]=1[C:11]([OH:13])=O.[NH2:14][C:15]1[N:19]=[CH:18][NH:17][N:16]=1>O1CCCC1>[N:17]1[N:16]=[C:15]([NH:14][C:11]([C:2]2[CH:3]=[CH:4][C:5]3[C:10](=[CH:9][CH:8]=[CH:7][CH:6]=3)[CH:1]=2)=[O:13])[NH:19][CH:18]=1. Procedure: A mixture of 2-naphthyl carboxylic acid (3.0 g, 17 mmol) and N,N'-carbonyldiimidazole (3.1 g, 19 mmol) in dry tetrahydrofuran (75 ml) was stirred at reflux temperature for 1 h. To the cooled reaction mixture was added 3-amino-1,2,4-triazole (1.5 g, 17 mmol) and the resulting mixture was refluxed for 2.5 h. The cooled reaction mixture was quenched with water (150 ml) and the precipitate was filtered off and washed with water (2×20 ml), heptane (2×20 ml) and diethyl ether (2×20 ml), dried in vacuo... The reactants are [Br-], [Li]CCCC, C1CCOC1, CC1=C(CC=O)C(C)(C)CCC1, C[Si](C)(C)Oc1ccc(C=O)cc1, CCCCCC, CN(C)P(=O)(N(C)C)N(C)C, c1ccc([P+](CCC2OCCCO2)(c2ccccc2)c2ccccc2)cc1, O, [PH4+]. Yields the product CC1=C(CC=CCC2OCCCO2)C(C)(C)CCC1. RXN SMILES: [Br-:13].[CH2:42]([Li:43])[CH2:44][CH2:45][CH3:46].[CH2:60]1[O:61][CH2:62][CH2:63][CH2:64]1.[CH3:1][C:2]1=[C:3]([CH2:10][CH:11]=[O:12])[C:4]([CH3:8])([CH3:9])[CH2:5][CH2:6][CH2:7]1.[CH3:47][Si:48]([CH3:49])([CH3:50])[O:51][c:52]1[cH:53][cH:54][c:55]([CH:56]=[O:57])[cH:58][cH:59]1.[CH3:65][CH2:66][CH2:67][CH2:68][CH2:69][CH3:70].[CH3:72][N:73]([CH3:74])[P:75]([N:76]([CH3:77])[CH3:78])([N:79]([CH3:80])[CH3:81])=[O:82].[O:14]1[CH:15]([CH2:20][CH2:21][P+:22]([c:23]2[cH:24][cH:25][cH:26][cH:27][cH:28]2)([c:29]2[cH:30][cH:31][cH:32][cH:33][cH:34]2)[c:35]2[cH:36][cH:37][cH:38][cH:39][cH:40]2)[O:16][CH2:17][CH2:18][CH2:19]1.[OH2:71].[PH4+:41]>>[CH3:1][C:2]1=[C:3]([CH2:10][CH:11]=[CH:21][CH2:20][CH:15]2[O:14][CH2:19][CH2:18][CH2:17][O:16]2)[C:4]([CH3:8])([CH3:9])[CH2:5][CH2:6][CH2:7]1.